This data is from the Open Reaction Database (ORD), a public repository of structured organic reaction records. The task is: describe an organic reaction: reactants, conditions, products, and yield Starting materials: CCOCC, O=C(NC1CCN(Cc2ccncc2)CC1)c1cccc(Cl)n1, ClCCl, OC1CCN(c2ccc(C(F)(F)F)cc2)CC1, [H-], [Na+], CN(C)C=O. Yields the product O=C(NC1CCN(Cc2ccncc2)CC1)c1cccc(OC2CCN(c3ccc(C(F)(F)F)cc3)CC2)n1. RXN SMILES: [CH2:51]([O:52][CH2:53][CH3:54])[CH3:55].[Cl:20][c:21]1[cH:22][cH:23][cH:24][c:25]([C:27](=[O:28])[NH:29][CH:30]2[CH2:31][CH2:32][N:33]([CH2:36][c:37]3[cH:38][cH:39][n:40][cH:41][cH:42]3)[CH2:34][CH2:35]2)[n:26]1.[Cl:43][CH2:44][Cl:45].[F:1][C:2]([c:3]1[cH:4][cH:5][c:6]([N:9]2[CH2:10][CH2:11][CH:12]([OH:15])[CH2:13][CH2:14]2)[cH:7][cH:8]1)([F:16])[F:17].[H-:19].[Na+:18].[O:46]=[CH:47][N:48]([CH3:49])[CH3:50]>>[F:1][C:2]([c:3]1[cH:4][cH:5][c:6]([N:9]2[CH2:10][CH2:11][CH:12]([O:15][c:21]3[cH:22][cH:23][cH:24][c:25]([C:27](=[O:28])[NH:29][CH:30]4[CH2:31][CH2:32][N:33]([CH2:36][c:37]5[cH:38][cH:39][n:40][cH:41][cH:42]5)[CH2:34][CH2:35]4)[n:26]3)[CH2:13][CH2:14]2)[cH:7][cH:8]1)([F:16])[F:17]. The reactants are C(C)OC(=O)C=1C(C=2C=C3C(=NC2N(C1)C)C(=C(C(=C3)F)F)F)=O (3-ethoxycarbonyl-7,8,9-trifluoro-1-methyl-4-oxo-1,4-dihydrobenzo[b][1,8]naphthyridine), C1(=CC=CC=C1)[C@@H]1NCCNC1 ((S)-2-phenylpiperazine). Yields the product C(C)OC(=O)C=1C(C=2C=C3C(=NC2N(C1)C)C(=C(C(=C3)F)N3C[C@@H](NCC3)C3=CC=CC=C3)F)=O ((S)-3-ethoxycarbonyl-7,9-difluoro-1-methyl-4-oxo -8-(3-phenyl-1-piperazinyl)-1,4-dihydrobenzo[b][1,8]naphthyridine). Isolated yield 51.9%. Reaction SMILES: [CH2:1]([O:3][C:4]([C:6]1[C:7](=[O:24])[C:8]2[CH:9]=[C:10]3[CH:20]=[C:19]([F:21])[C:18](F)=[C:17]([F:23])[C:11]3=[N:12][C:13]=2[N:14]([CH3:16])[CH:15]=1)=[O:5])[CH3:2].[C:25]1([C@H:31]2[CH2:36][NH:35][CH2:34][CH2:33][NH:32]2)[CH:30]=[CH:29][CH:28]=[CH:27][CH:26]=1>>[CH2:1]([O:3][C:4]([C:6]1[C:7](=[O:24])[C:8]2[CH:9]=[C:10]3[CH:20]=[C:19]([F:21])[C:18]([N:35]4[CH2:34][CH2:33][NH:32][C@@H:31]([C:25]5[CH:30]=[CH:29][CH:28]=[CH:27][CH:26]=5)[CH2:36]4)=[C:17]([F:23])[C:11]3=[N:12][C:13]=2[N:14]([CH3:16])[CH:15]=1)=[O:5])[CH3:2]. Reported procedure: Working under the conditions of Example 26, but starting with 3-ethoxycarbonyl-7,8,9-trifluoro-1-methyl-4-oxo-1,4-dihydrobenzo[b][1,8]naphthyridine (1.38 g) and (S)-2-phenylpiperazine (0.8 g), (S)-3-ethoxycarbonyl-7,9-difluoro-1-methyl-4-oxo -8-(3-phenyl-1-piperazinyl)-1,4-dihydrobenzo[b][1,8]naphthyridine (1.02 g) is obtained in the form of a yellow solid, m.p. 216° C. Starting materials: N[C@@H](CC(=O)O)C(=O)O (L-aspartic acid), Br (HBr), N(=O)[O-].[Na+] (sodium nitrite). Run in C(C)OCC (diethyl ether), O (water). Conditions: temperature 25 celsius, time 12 hour. Product: Br[C@H](C(=O)O)CC(=O)O ((S)-Bromosuccinic Acid). The yield is 51.0%. RXN SMILES: N[C@H:2]([C:7]([OH:9])=[O:8])[CH2:3][C:4]([OH:6])=[O:5].[BrH:10].N([O-])=O.[Na+]>O.C(OCC)C>[Br:10][C@@H:2]([CH2:3][C:4]([OH:6])=[O:5])[C:7]([OH:9])=[O:8] |f:2.3|. Reported procedure: To a 500 mL round bottom flask was added L-aspartic acid ((S)-aspartic acid, 25 g, 188 mmol) and 245 mL of 5 N HBr. The reaction was cooled in an ice bath to 0-50° C., followed by the dropwise addition of sodium nitrite (20.7 g, 301 mmol) in 75 mL of water over five hours. The temperature was maintained below 50° C. during the addition. After the addition was complete, the reaction was allowed to stir for 12 hours at 23-25° C. The reaction was diluted with diethyl ether (120 mL). The aqueous lay... RXN SMILES: N1CCCC1.[CH3:6][C:7]1[CH:22]=[CH:21][CH:20]=[CH:19][C:8]=1[CH2:9][S:10][C:11]1[CH:18]=[CH:17][C:14]([CH:15]=O)=[CH:13][CH:12]=1.[CH3:23][C:24]1([CH3:32])[O:31][C:29](=[O:30])[CH2:28][C:26](=[O:27])[O:25]1.C1(C)C=CC(S(O)(=O)=O)=CC=1>C(OCC)C>[CH3:23][C:24]1([CH3:32])[O:31][C:29](=[O:30])[C:28](=[CH:15][C:14]2[CH:17]=[CH:18][C:11]([S:10][CH2:9][C:8]3[CH:19]=[CH:20][CH:21]=[CH:22][C:7]=3[CH3:6])=[CH:12][CH:13]=2)[C:26](=[O:27])[O:25]1. Isolated yield 54.0%. The product is CC1(OC(C(C(O1)=O)=CC1=CC=C(C=C1)SCC1=C(C=CC=C1)C)=O)C (2,2-Dimethyl-5-[4-(2-methyl-benzylsulfanyl)-benzylidene]-[1,3]dioxane-4,6-dione). The solvent is C(C)OCC (diethyl ether), C(C)OCC (diethyl ether). Reported procedure: Pyrrolidine (0.45 mL, 5.27 mmol) was added to a solution of aldehyde 28.1 in diethyl ether (20 mL) and the mixture was sonicated for 5 minutes. The mixture was then added to a solution of Meldrum's acid (0.73 g, 5.08 mmol) in diethyl ether (20 mL) and the resultant mixture was sonicated for 5 minutes, forming a solid. The solid was filtered, rinsed with diethyl ether, and then suspended in DCM (10 mL). p-Toluenesulfonic acid (0.97 g, 5.10 mmol) was then added to the suspension and the suspension... The reactants are CC1(OC(=O)CC(=O)O1)C (Meldrum's acid), resultant mixture, C1(=CC=C(C=C1)S(=O)(=O)O)C (p-Toluenesulfonic acid), N1CCCC1 (Pyrrolidine), CC1=C(CSC2=CC=C(C=O)C=C2)C=CC=C1 (4-(2-Methyl-benzylsulfanyl)-benzaldehyde). The reactants are [Br-], CC(C)(C)OC(=O)N1CCC(C=O)C1, C1CCOC1, C[Si](C)(C)[N-][Si](C)(C)C, C[P+](c1ccccc1)(c1ccccc1)c1ccccc1, [Na+]. The product is C=CC1CCN(C(=O)OC(C)(C)C)C1. Reaction SMILES: [Br-:25].[C:11]([CH3:12])([CH3:13])([CH3:14])[O:15][C:16](=[O:17])[N:18]1[CH2:19][CH:20]([CH:23]=[O:24])[CH2:21][CH2:22]1.[CH2:46]1[O:47][CH2:48][CH2:49][CH2:50]1.[CH3:1][Si:2]([N-:3][Si:4]([CH3:5])([CH3:6])[CH3:7])([CH3:8])[CH3:9].[CH3:26][P+:27]([c:28]1[cH:29][cH:30][cH:31][cH:32][cH:33]1)([c:34]1[cH:35][cH:36][cH:37][cH:38][cH:39]1)[c:40]1[cH:41][cH:42][cH:43][cH:44][cH:45]1.[Na+:10]>>[CH2:1]=[CH:23][CH:20]1[CH2:19][N:18]([C:16]([O:15][C:11]([CH3:12])([CH3:13])[CH3:14])=[O:17])[CH2:22][CH2:21]1. Starting materials: O (Water), C(C1=CC=CC=C1)N1C(=C(C=2C1=C(N=C(C2)C(=O)O)N2CC1=CC=CC=C1CC2)C)C (1-benzyl-7-(3,4-dihydro-1H-isoquinolin-2-yl)-2,3-dimethyl-1H-pyrrolo[2,3-c]pyridin-5-carboxylic acid), [OH-].[K+] (potassium hydroxide), IC (iodomethane). Run in CN(C=O)C (N,N-dimethylformamide). Product: COC(=O)C=1C=C2C(=C(N1)N1CC3=CC=CC=C3CC1)N(C(=C2C)C)CC2=CC=CC=C2 (1-benzyl-7-(3,4-dihydro-1H-isoquinolin-2-yl)-2,3-dimethyl-1H-pyrrolo[2,3-c]pyridin-5-carboxylic acid methyl ester). Yield: 35.0%. As a reaction SMILES: [CH2:1]([N:8]1[C:12]2=[C:13]([N:20]3[CH2:29][CH2:28][C:27]4[C:22](=[CH:23][CH:24]=[CH:25][CH:26]=4)[CH2:21]3)[N:14]=[C:15]([C:17]([OH:19])=[O:18])[CH:16]=[C:11]2[C:10]([CH3:30])=[C:9]1[CH3:31])[C:2]1[CH:7]=[CH:6][CH:5]=[CH:4][CH:3]=1.[OH-].[K+].I[CH3:35].O>CN(C)C=O>[CH3:35][O:18][C:17]([C:15]1[CH:16]=[C:11]2[C:10]([CH3:30])=[C:9]([CH3:31])[N:8]([CH2:1][C:2]3[CH:3]=[CH:4][CH:5]=[CH:6][CH:7]=3)[C:12]2=[C:13]([N:20]2[CH2:29][CH2:28][C:27]3[C:22](=[CH:23][CH:24]=[CH:25][CH:26]=3)[CH2:21]2)[N:14]=1)=[O:19] |f:1.2|. Procedure details: A solution of 1-benzyl-7-(3,4-dihydro-1H-isoquinolin-2-yl)-2,3-dimethyl-1H-pyrrolo[2,3-c]pyridin-5-carboxylic acid (20 mg, 0.05 mmol) prepared in Example 733, potassium hydroxide (10.1 mg, 0.07 mmol) and iodomethane (4.3 μl, 0.07 mmol) in anhydrous N,N-dimethylformamide (1 ml) was stirred for 10 hours at room temperature. Water was added to the reaction mixture, which was then extracted with ethyl acetate. The organic layer was dried on anhydrous magnesium sulfate and then concentrated under red... Reactants: [Cl-].[NH4+] (ammonium chloride), O=C1CCN(C2=NC(=C(N=C21)C2=CC=C(C=C2)C)C2=CC=C(C=C2)C)C(=O)OC(C)(C)C (tert-Butyl 8-oxo-2,3-di-p-tolyl-7,8-dihydropyrido[2,3-b]pyrazine-5(6H)-carboxylate), C[Mg+].[Br-] (MeMgBr). The solvent is C1CCOC1 (THF), C1CCOC1 (THF). Reaction conditions: temperature 0 celsius, time 30 minute. Yields the product OC1(CCN(C2=NC(=C(N=C21)C2=CC=C(C=C2)C)C2=CC=C(C=C2)C)C(=O)OC(C)(C)C)C (tert-Butyl 8-hydroxy-8-methyl-2,3-di-p-tolyl-7,8-dihydropyrido[2,3-b]pyrazine-5(6H)-carboxylate). As a reaction SMILES: [O:1]=[C:2]1[C:11]2[C:6](=[N:7][C:8]([C:19]3[CH:24]=[CH:23][C:22]([CH3:25])=[CH:21][CH:20]=3)=[C:9]([C:12]3[CH:17]=[CH:16][C:15]([CH3:18])=[CH:14][CH:13]=3)[N:10]=2)[N:5]([C:26]([O:28][C:29]([CH3:32])([CH3:31])[CH3:30])=[O:27])[CH2:4][CH2:3]1.[CH3:33][Mg+].[Br-].[Cl-].[NH4+]>C1COCC1>[OH:1][C:2]1([CH3:33])[C:11]2[C:6](=[N:7][C:8]([C:19]3[CH:24]=[CH:23][C:22]([CH3:25])=[CH:21][CH:20]=3)=[C:9]([C:12]3[CH:13]=[CH:14][C:15]([CH3:18])=[CH:16][CH:17]=3)[N:10]=2)[N:5]([C:26]([O:28][C:29]([CH3:32])([CH3:31])[CH3:30])=[O:27])[CH2:4][CH2:3]1 |f:1.2,3.4|. Procedure details: To a solution of tert-butyl 8-oxo-2,3-di-p-tolyl-7,8-dihydropyrido[2,3-b]pyrazine-5(6H)-carboxylate (step 2) (591 mg, 1.376 mmol) in THF (20 ml) at 0° C. was added 1M MeMgBr in THF (5.50 ml, 5.50 mmol). The mixture was left to stir at 0° C. for 30 mins under an atmosphere of nitrogen and then warmed to room temperature. After 1.5 hours, the reaction mixture was poured into a saturated ammonium chloride solution (30 ml). The product was extracted with ethyl acetate (2×30 ml) and the combined orga... The reactants are Fc1ccc(Br)c(CBr)c1, O=C([O-])[O-], [Ca+2], C1COCCO1, O. Yields the product OCc1cc(F)ccc1Br. As a reaction SMILES: [Br:1][c:2]1[c:3]([CH2:4][Br:5])[cH:6][c:7]([F:10])[cH:8][cH:9]1.[C:11]([O-:12])(=[O:13])[O-:14].[Ca+2:15].[O:16]1[CH2:17][CH2:18][O:19][CH2:20][CH2:21]1.[OH2:22]>>[Br:1][c:2]1[c:3]([CH2:4][OH:12])[cH:6][c:7]([F:10])[cH:8][cH:9]1.